Dataset: the Open Reaction Database (ORD), a public repository of structured organic reaction records. Task: describe an organic reaction: reactants, conditions, products, and yield Reactants: [C-]#N.[K+] (potassium cyanide), [I-].C[N+](CC1=C(NC2=NC=CN=C21)C2=CC=CC=C2)(C)C (Trimethyl-(6-phenyl-5H-pyrrolo[2,3-b]pyrazin-7-ylmethyl)-ammonium iodide). The solvent is O (water), CN(C=O)C (dimethylformamide), O (water). Conditions: temperature 75 celsius. The product is C1(=CC=CC=C1)C1=C(C=2C(=NC=CN2)N1)CC#N ((6-Phenyl-5H-pyrrolo[2,3-b]pyrazin-7-yl)-acetonitrile). RXN SMILES: [C-:1]#[N:2].[K+].[I-].C[N+](C)(C)[CH2:7][C:8]1[C:16]2[C:11](=[N:12][CH:13]=[CH:14][N:15]=2)[NH:10][C:9]=1[C:17]1[CH:22]=[CH:21][CH:20]=[CH:19][CH:18]=1>O.CN(C)C=O>[C:17]1([C:9]2[NH:10][C:11]3=[N:12][CH:13]=[CH:14][N:15]=[C:16]3[C:8]=2[CH2:7][C:1]#[N:2])[CH:18]=[CH:19][CH:20]=[CH:21][CH:22]=1 |f:0.1,2.3|. Reported procedure: A solution of potassium cyanide (0.84 g) in water (20 mL) was added rapidly to a stirred solution of trimethyl-(6-phenyl-5H-pyrrolo[2,3-b]pyrazin-7-ylmethyl)-ammonium iodide [1.1 g, Reference Example 33] in dimethylformamide (20 mL) and the mixture heated at 75° C. for 6 hours. The cooled solution was diluted with water (100 mL) and the precipitated solid filtered to give the title compound as a yellow solid, m.p. 247-248° C. Starting materials: COc1c(N(C)C)cc(Br)cc1C(C)(C)O, CO, Cl, [Na+], O, O=C([O-])O. The product is COc1c(N(C)C)cc(Br)cc1C(C)(C)OC. RXN SMILES: [Br:1][c:2]1[cH:3][c:4]([N:14]([CH3:15])[CH3:16])[c:5]([O:12][CH3:13])[c:6]([C:8]([CH3:9])([CH3:10])[OH:11])[cH:7]1.[CH3:24][OH:25].[ClH:23].[Na+:17].[OH2:22].[OH:18][C:19](=[O:20])[O-:21]>>[Br:1][c:2]1[cH:3][c:4]([N:14]([CH3:15])[CH3:16])[c:5]([O:12][CH3:13])[c:6]([C:8]([CH3:9])([CH3:10])[O:11][CH3:19])[cH:7]1.